This data is from the Open Reaction Database (ORD), a public repository of structured organic reaction records. The task is: describe an organic reaction: reactants, conditions, products, and yield Reactants: CN(C)C=O, CO, O=C(Cl)C(=O)Cl, ClCCl, O=C(O)c1ccc(F)cc1C(F)(F)F. Yields the product COC(=O)c1ccc(F)cc1C(F)(F)F. RXN SMILES: [CH3:15][N:16]([CH3:17])[CH:18]=[O:19].[CH3:26][OH:27].[Cl:20][C:21]([C:22]([Cl:23])=[O:24])=[O:25].[Cl:28][CH2:29][Cl:30].[F:1][c:2]1[cH:3][c:4]([C:11]([F:12])([F:13])[F:14])[c:5]([C:6](=[O:7])[OH:8])[cH:9][cH:10]1>>[F:1][c:2]1[cH:3][c:4]([C:11]([F:12])([F:13])[F:14])[c:5]([C:6]([O:7][CH3:15])=[O:8])[cH:9][cH:10]1. Reactants: CC(Cl)c1cccnc1, Cc1cc(C(F)(F)F)nc(CCN)n1. Reagents/catalysts: O=C([O-])[O-].[Cs+].[Cs+] (cesium carbonate), [I-].[K+] (potassium iodide). Solvent: CN(C)C=O (DMF), CN(C)C=O (dmf), CN(C)C=O (DMF). Reaction conditions: temperature 70 celsius, time 16 hour. Yields the product Cc1cc(C(F)(F)F)nc(CCNC(C)c2cccnc2)n1. Solvent: C1CCOC1 (THF). The yield is 115.2%. RXN SMILES: [H-].[Na+].[CH3:3][N:4]1[C:10]2[CH:11]=[CH:12][CH:13]=[CH:14][C:9]=2[NH:8][C:7](=[O:15])[C@@H:6]([NH:16][C:17](=[O:23])[O:18][C:19]([CH3:22])([CH3:21])[CH3:20])[CH2:5]1.[CH3:24]I>C1COCC1>[CH3:24][N:8]1[C:9]2[CH:14]=[CH:13][CH:12]=[CH:11][C:10]=2[N:4]([CH3:3])[CH2:5][C@H:6]([NH:16][C:17](=[O:23])[O:18][C:19]([CH3:20])([CH3:22])[CH3:21])[C:7]1=[O:15] |f:0.1|. The product is CN1C([C@H](CN(C2=C1C=CC=C2)C)NC(OC(C)(C)C)=O)=O (tert-butyl [(3S)-1,5-dimethyl-2-oxo-2,3,4,5-tetrahydro-1H-1,5-benzodiazepin-3-yl]carbamate). Reactants: CN1C[C@@H](C(NC2=C1C=CC=C2)=O)NC(OC(C)(C)C)=O (tert-butyl ((S)-1-methyl-4-oxo-2,3,4,5-tetrahydro-1H-1,5-benzodiazepin-3-yl)carbamate), CI (methyl iodide), [H-].[Na+] (sodium hydride), oil. Reported procedure: 36 mg of sodium hydride in suspension at 60% in oil (0.90 mmol) are introduced at −10° C. into a 50 mL round-bottomed flask, with stirring and under an argon atmosphere, containing 10 mL of THF and 265 mg of 11 (0.91 mmol). The medium is stirred for 1 h, and then 148 mg (1.04 mmol) of methyl iodide are added. The medium is kept stirring at RT for 24 h. The mixture is concentrated, and 320 mg of crude product are obtained, which product is chromatographed on a silica cartridge (50 g, eluent hepta...